describe an organic reaction: reactants, conditions, products, and yield From a dataset of the Open Reaction Database (ORD), a public repository of structured organic reaction records. Reactants: C(C)(=O)O[C@@H]1[C@]2(C)[C@@H](CC1)[C@@H]1CCC3CC(C=C[C@]3(C)[C@H]1CC2)=O (17β-acetoxy-androst-1-en-3-one), CuBr, C1CCOC1 (THF), solution, C(C)[Al](CC)CC (triethylaluminum), C[Si](C)(C)Cl (trimethylsilyl chloride). The solvent is C1(=CC=CC=C1)C (toluene). Reaction conditions: time 1 hour. Product: C(C)(=O)O[C@@H]1[C@]2(C)[C@@H](CC1)[C@@H]1CCC3CC(C[C@@H]([C@]3(C)[C@H]1CC2)CC)=O (17β-Acetoxy-1α-ethylandrostan-3-one). Reaction SMILES: [C:1]([O:4][C@H:5]1[CH2:10][CH2:9][C@H:8]2[C@H:11]3[C@H:21]([CH2:22][CH2:23][C@:6]12[CH3:7])[C@:19]1([CH3:20])[CH:14]([CH2:15][C:16](=[O:24])[CH:17]=[CH:18]1)[CH2:13][CH2:12]3)(=[O:3])[CH3:2].[CH2:25]1COC[CH2:26]1.C([Al](CC)CC)C.C[Si](Cl)(C)C>C1(C)C=CC=CC=1>[C:1]([O:4][C@H:5]1[CH2:10][CH2:9][C@H:8]2[C@H:11]3[C@H:21]([CH2:22][CH2:23][C@:6]12[CH3:7])[C@:19]1([CH3:20])[CH:14]([CH2:15][C:16](=[O:24])[CH2:17][C@@H:18]1[CH2:25][CH3:26])[CH2:13][CH2:12]3)(=[O:3])[CH3:2]. Procedure: 3.31 g (10 mmol) of 17β-acetoxy-androst-1-en-3-one and 143 mg (1 mmol) of CuBr are introduced into 15 ml of dry THF. 5.79 ml (11 mmol) of a 1.9 molar solution of triethylaluminum in toluene as well as 2.16 g (20 mmol) of trimethylsilyl chloride are added at 0° C. It is stirred for 1 hour at room temperature, then hydrolyzed with 10 ml of 2N hydrochloric acid and the product is extracted with methyl tert-butyl ether. After evaporation of the solvent and recrystallization from acetone, 3.2 g of 17... Reactants: S1C(NC(C1)=O)=O (2,4-thiazolidinedione), C(C)(C)(C)C=1C=C(C=O)C=C(C1O)C(C)(C)C (3,5-di-tert-butyl-4-hydroxybenzaldehyde), N1CCCCC1 (piperidine). The solvent is C(C)O (ethanol). The product is C(C)(C)(C)C=1C=C(C=C(C1O)C(C)(C)C)C1C(NC(S1=C)=O)=O (5-(3,5-di-tert-butyl-4-hydroxyphenyl)-methylene-2,4-thiazolidinedione). Isolated yield 424.3%. As a reaction SMILES: [S:1]1[CH2:5][C:4](=[O:6])[NH:3][C:2]1=[O:7].[C:8]([C:12]1[CH:13]=[C:14]([CH:17]=[C:18]([C:21]([CH3:24])([CH3:23])[CH3:22])[C:19]=1[OH:20])C=O)([CH3:11])([CH3:10])[CH3:9].N1CCCC[CH2:26]1>C(O)C>[C:21]([C:18]1[CH:17]=[C:14]([CH:5]2[S:1](=[CH2:26])[C:2](=[O:7])[NH:3][C:4]2=[O:6])[CH:13]=[C:12]([C:8]([CH3:11])([CH3:10])[CH3:9])[C:19]=1[OH:20])([CH3:24])([CH3:23])[CH3:22]. Procedure details: To a solution of 12.5 g (107 mmol) of 2,4-thiazolidinedione and 25.0 g (107 mmol) of 3,5-di-tert-butyl-4-hydroxybenzaldehyde in 300 ml of ethanol, 1.05 ml (10.7 mmol) of piperidine was added, and the mixture was heated under reflux for 5 hours. After cooling, the precipitated crystals were filtered and washed with cooled ethanol to give 15.23 g of the desired compound (42.8% yield, pale yellow crystals). Yields the product C(C)(C)(C)OC(=O)NC1(CC1)CC(=O)O ({1-[(tert-butoxycarbonyl)amino]cyclopropyl}acetic acid). The reactants are C(C)(C)(C)OC(NC1(CC1)CCO)=O (tert-butyl[1-(2-hydroxyethyl)cyclopropyl]carbamate), CC1(CCCC(N1[O])(C)C)C (2,2,6,6-tetramethylpiperidin-1-oxyl), P(=O)([O-])([O-])[O-].[Na+].[Na+].[Na+] (sodium phosphate), S(=S)(=O)([O-])[O-].[Na+].[Na+] (sodium thiosulfate), Cl[O-].[Na+] (sodium hypochlorite), Cl(=O)[O-].[Na+] (sodium chlorite), [OH-].[Na+] (sodium hydroxide). Run at temperature 35 celsius, time 55 hour. The solvent is C(C)#N (acetonitrile), O (water), O (water). RXN SMILES: [C:1]([O:5][C:6](=[O:14])[NH:7][C:8]1([CH2:11][CH2:12][OH:13])[CH2:10][CH2:9]1)([CH3:4])([CH3:3])[CH3:2].CC1(C)N([O])C(C)(C)CCC1.P([O-])([O-])([O-])=[O:27].[Na+].[Na+].[Na+].Cl[O-].[Na+].Cl([O-])=O.[Na+].[OH-].[Na+].S([O-])([O-])(=O)=S.[Na+].[Na+]>C(#N)C.O>[C:1]([O:5][C:6]([NH:7][C:8]1([CH2:11][C:12]([OH:27])=[O:13])[CH2:9][CH2:10]1)=[O:14])([CH3:4])([CH3:2])[CH3:3] |f:2.3.4.5,6.7,8.9,10.11,12.13.14,^1:18|. Procedure details: To a solution in acetonitrile (275 mL) of the compound (11.1 g) obtained in step (4) above and 2,2,6,6-tetramethylpiperidin-1-oxyl free radical (602 mg), a sodium phosphate buffer (0.67 mol/L, pH 6.7, 206 mL) was added. After heating to 35° C., an aqueous solution of sodium hypochlorite (0.265%, 32.6 mL) and an aqueous solution of sodium chlorite (14.7%, 110 mL) were added simultaneously over a period of 2 hours and the mixture was stirred at that temperature for 55 hours. The mixture was cooled... Reactants: C1(=CC=CC=C1)S(=O)C1=C(C=C(C=C1)N)OCCCC (4-(Phenylsulfinyl)-3-butoxybenzenamine), ClC(=O)OCC (Ethyl chloroformate). Run in N1=CC=CC=C1 (pyridine). Reaction conditions: temperature 5 celsius, time 30 minute. The product is C1(=CC=CC=C1)S(=O)C1=C(C=C(C=C1)NC(OCC)=O)OCCCC (ethyl [4-(phenylsulfinyl)-3-butoxyphenyl]carbamate). As a reaction SMILES: [C:1]1([S:7]([C:9]2[CH:14]=[CH:13][C:12]([NH2:15])=[CH:11][C:10]=2[O:16][CH2:17][CH2:18][CH2:19][CH3:20])=[O:8])[CH:6]=[CH:5][CH:4]=[CH:3][CH:2]=1.Cl[C:22]([O:24][CH2:25][CH3:26])=[O:23]>N1C=CC=CC=1>[C:1]1([S:7]([C:9]2[CH:14]=[CH:13][C:12]([NH:15][C:22](=[O:23])[O:24][CH2:25][CH3:26])=[CH:11][C:10]=2[O:16][CH2:17][CH2:18][CH2:19][CH3:20])=[O:8])[CH:2]=[CH:3][CH:4]=[CH:5][CH:6]=1. Procedure details: 4-(Phenylsulfinyl)-3-butoxybenzenamine (0.1 mole) and pyridine (50 ml) are charged into a glass reaction vessel fitted with a mechanical stirrer and thermometer and are cooled to about 5° C. Ethyl chloroformate (0.125 mole) is added, with stirring, at about 5° C. Stirring is continued for a period of about 30 minutes at about 5° C., then for an additional 16 hours at room temperature. The mixture is then washed with 2 portions of water (50 ml), dried and the solvent is then removed to yield the ... Reactants: ClC1=C(C=C(CN2CCC(CC2)N)C=C1)OCC (1-(4-chloro-3-ethoxy-benzyl)piperidin-4-ylamine), C(C)(C)C1=CC=C(C(=O)O)C=C1 (4-isopropylbenzoic acid). Product: ClC1=C(C=C(CN2CCC(CC2)NC(C2=CC=C(C=C2)C(C)C)=O)C=C1)OCC (N-[1-(4-Chloro-3-ethoxy-benzyl)piperidin-4-yl]-4-isopropyl-benzamide). Isolated yield 17.0%. As a reaction SMILES: [Cl:1][C:2]1[CH:15]=[CH:14][C:5]([CH2:6][N:7]2[CH2:12][CH2:11][CH:10]([NH2:13])[CH2:9][CH2:8]2)=[CH:4][C:3]=1[O:16][CH2:17][CH3:18].[CH:19]([C:22]1[CH:30]=[CH:29][C:25]([C:26](O)=[O:27])=[CH:24][CH:23]=1)([CH3:21])[CH3:20]>>[Cl:1][C:2]1[CH:15]=[CH:14][C:5]([CH2:6][N:7]2[CH2:12][CH2:11][CH:10]([NH:13][C:26](=[O:27])[C:25]3[CH:29]=[CH:30][C:22]([CH:19]([CH3:20])[CH3:21])=[CH:23][CH:24]=3)[CH2:9][CH2:8]2)=[CH:4][C:3]=1[O:16][CH2:17][CH3:18]. Procedure details: The title compound (7 mg, 17%) was prepared analogously to example 8 by coupling of 1-(4-chloro-3-ethoxy-benzyl)piperidin-4-ylamine with 4-isopropylbenzoic acid. MS: 415.5 (MH+)